This data is from the Open Reaction Database (ORD), a public repository of structured organic reaction records. The task is: describe an organic reaction: reactants, conditions, products, and yield Reactants: C(=O)C=1C=C(C(=O)O)C=CC1O (3-formyl-4-hydroxybenzoic acid), CO (MeOH), O=S(Cl)Cl (SOCl2). Reaction conditions: temperature 7.6 celsius, time 60 minute. The product is C(=O)C=1C=C(C(=O)OC)C=CC1O (Methyl 3-formyl-4-hydroxybenzoate). The yield is 91.0%. As a reaction SMILES: [CH:1]([C:3]1[CH:4]=[C:5]([CH:9]=[CH:10][C:11]=1[OH:12])[C:6]([OH:8])=[O:7])=[O:2].O=S(Cl)Cl.[CH3:17]O>>[CH:1]([C:3]1[CH:4]=[C:5]([CH:9]=[CH:10][C:11]=1[OH:12])[C:6]([O:8][CH3:17])=[O:7])=[O:2]. Procedure details: 3-formyl-4-hydroxybenzoic acid (Aldrich 633488, 20 g; 120.39 mmol; 1 eq.) was dissolved in MeOH (400 mL). The solution was cooled down to 0°. SOCl2 (26.20 mL; 361.16 mmol; 3 eq.) was added dropwise (addition took 60 min and the temperature of the reaction mixture increased to 7.6° C.). The reaction mixture was stirred at RT for 24 hours. The reaction mixture was concentrated and the crude mixture was dissolved in EtOAc (500 mL) and washed with a saturated aqueous solution of NaHCO3 (300 mL), HCl... Reactants: O (Water), C(C)(C)(C)[Si](Cl)(C1=CC=CC=C1)C1=CC=CC=C1 (tert-Butyldiphenylchlorosilane), N1C=NC=C1 (imidazole), BrC[C@@H](CO)C ((R)-3-bromo-2-methyl-1-propanol). Run in C1CCOC1 (THF). Conditions: time 8 hour. The product is BrC[C@@H](CO[Si](C1=CC=CC=C1)(C1=CC=CC=C1)C(C)(C)C)C (((R)-3-bromo-2-methylpropoxy)-tert-butyldiphenylsilane). Reaction SMILES: [C:1]([Si:5]([C:13]1[CH:18]=[CH:17][CH:16]=[CH:15][CH:14]=1)([C:7]1[CH:12]=[CH:11][CH:10]=[CH:9][CH:8]=1)Cl)([CH3:4])([CH3:3])[CH3:2].N1C=CN=C1.[Br:24][CH2:25][C@H:26]([CH3:29])[CH2:27][OH:28].O>C1COCC1>[Br:24][CH2:25][C@H:26]([CH3:29])[CH2:27][O:28][Si:5]([C:1]([CH3:4])([CH3:3])[CH3:2])([C:13]1[CH:18]=[CH:17][CH:16]=[CH:15][CH:14]=1)[C:7]1[CH:12]=[CH:11][CH:10]=[CH:9][CH:8]=1. Procedure details: tert-Butyldiphenylchlorosilane (83 mL) and imidazole (30 g) were added to a solution of (R)-3-bromo-2-methyl-1-propanol (45 g) in THF (150 mL) under ice-cooling, and the reaction mixture was stirred at room temperature overnight. Water was added to the reaction mixture, followed by extraction with ethyl acetate. The organic layer was washed with brine, dried over anhydrous magnesium sulfate, and then concentrated under reduced pressure. The residue was purified by silica gel column chromatograph...